This data is from the Open Reaction Database (ORD), a public repository of structured organic reaction records. The task is: describe an organic reaction: reactants, conditions, products, and yield The reactants are Cn1ccnc1-c1ccc(CNC(=O)OC(C)(C)C)cc1, ClCCl, O=C(O)C(F)(F)F. Product: Cn1ccnc1-c1ccc(CN)cc1. Reaction SMILES: [C:1]([O:2][C:3](=[O:4])[NH:7][CH2:8][c:9]1[cH:10][cH:11][c:12](-[c:15]2[n:16]([CH3:20])[cH:17][cH:18][n:19]2)[cH:13][cH:14]1)([CH3:5])([CH3:6])[CH3:21].[Cl:22][CH2:23][Cl:24].[OH:25][C:26]([C:27]([F:28])([F:29])[F:30])=[O:31]>>[NH2:7][CH2:8][c:9]1[cH:10][cH:11][c:12](-[c:15]2[n:16]([CH3:20])[cH:17][cH:18][n:19]2)[cH:13][cH:14]1. Reactants: [Cr](=O)(=O)([O-])Cl.[NH+]1=CC=CC=C1 (Pyridinium chlorochromate), C(Cl)Cl (methylene chloride), CC=1C=CC(=C(CO)C1)[N+](=O)[O-] (5-methyl-2-nitrobenzyl alcohol). Solvent: C(C)OCC (diethyl ether). Yields the product CC=1C=CC(=C(C=O)C1)[N+](=O)[O-] (5-methyl-2-nitrobenzaldehyde). The yield is 83.0%. RXN SMILES: [Cr](Cl)([O-])(=O)=O.[NH+]1C=CC=CC=1.C(Cl)Cl.[CH3:15][C:16]1[CH:17]=[CH:18][C:19]([N+:24]([O-:26])=[O:25])=[C:20]([CH:23]=1)[CH2:21][OH:22]>C(OCC)C>[CH3:15][C:16]1[CH:17]=[CH:18][C:19]([N+:24]([O-:26])=[O:25])=[C:20]([CH:23]=1)[CH:21]=[O:22] |f:0.1|. Procedure: Pyridinium chlorochromate (25.0 g, 116 mmol) was added to methylene chloride (65 ml) while stirring, and then thereto was added 5-methyl-2-nitrobenzyl alcohol (12.9 g, 77.3 mmol). The mixture was stirred at room temperature for 15 hours, and diethyl ether (155 ml) was added. The ether layer was removed by decantation. Diethyl ether (30 ml) was added to the residue, and the ether layer was removed by decantation (3 times). The ether layers were combined, and passed through 15.5 g of silica gel. T... Reactants: Cl.Cl.N[C@@H](C)C=1N(C2=C(N1)C=CC(=C2C(=O)N2CCOCC2)F)C2=CC=CC=C2 ([2-((S)-1-aminoethyl)-5-fluoro-3-phenyl-3H-benzoimidazol-4-yl]-morpholin-4-ylmethanone dihydrochloride), NC1=NC=NC(=C1C#N)Cl (4-amino-6-chloropyrimidine-5-carbonitrile), CCN(C(C)C)C(C)C (DIPEA). The solvent is CC(C)O (IPA). Conditions: temperature 90 celsius. The product is NC1=NC=NC(=C1C#N)N[C@@H](C)C1=NC2=C(N1C1=CC=CC=C1)C(=C(C=C2)F)C(=O)N2CCOCC2 (4-Amino-6-{(S)-1-[6-fluoro-7-(morpholine-4-carbonyl)-1-phenyl-1H-benzoimidazol-2-yl]-ethylamino}-pyrimidine-5-carbonitrile). The yield is 41.7%. Reaction SMILES: Cl.Cl.[NH2:3][C@H:4]([C:6]1[N:7]([C:24]2[CH:29]=[CH:28][CH:27]=[CH:26][CH:25]=2)[C:8]2[C:14]([C:15]([N:17]3[CH2:22][CH2:21][O:20][CH2:19][CH2:18]3)=[O:16])=[C:13]([F:23])[CH:12]=[CH:11][C:9]=2[N:10]=1)[CH3:5].[NH2:30][C:31]1[C:36]([C:37]#[N:38])=[C:35](Cl)[N:34]=[CH:33][N:32]=1.CCN(C(C)C)C(C)C>CC(O)C>[NH2:30][C:31]1[C:36]([C:37]#[N:38])=[C:35]([NH:3][C@H:4]([C:6]2[N:7]([C:24]3[CH:29]=[CH:28][CH:27]=[CH:26][CH:25]=3)[C:8]3[C:14]([C:15]([N:17]4[CH2:18][CH2:19][O:20][CH2:21][CH2:22]4)=[O:16])=[C:13]([F:23])[CH:12]=[CH:11][C:9]=3[N:10]=2)[CH3:5])[N:34]=[CH:33][N:32]=1 |f:0.1.2|. Procedure details: To a solution of [2-((S)-1-aminoethyl)-5-fluoro-3-phenyl-3H-benzoimidazol-4-yl]-morpholin-4-ylmethanone dihydrochloride (300 mg, 0.69 mmol) in IPA (5 mL) was added 4-amino-6-chloropyrimidine-5-carbonitrile (108 mg, 0.69 mmol) and DIPEA (353 mL, 2.07 mmol) and the reaction mixture heated at 90° C. for 16 h. The reaction mixture was concentrated in vacuo and the resultant residue subjected to flash chromatography (SiO2, eluting with 0-4% methanol in EtOAc). The product was triturated with diethyl ... Starting materials: FC1=C(N)C=CC=C1 (2-fluoroaniline), 2-aniline, C=CC (propylene), FC1=C(N)C=CC=C1 (2-fluoroaniline), C=CC (propylene). Reagents/catalysts: H-Y zeolite. The product is FC1=C(N)C(=CC=C1)C(C)C (2-fluoro-6-isopropyl aniline). Reaction SMILES: [CH2:1]=[CH:2][CH3:3].[F:4][C:5]1[CH:11]=[CH:10][CH:9]=[CH:8][C:6]=1[NH2:7]>>[F:4][C:5]1[CH:11]=[CH:10][CH:9]=[C:8]([CH:2]([CH3:3])[CH3:1])[C:6]=1[NH2:7]. Procedure details: 2-fluoro-6-isopropyl aniline was prepared by the method of Example 2 using an H-Y zeolite catalyst for the condensation of 2-aniline and propylene. In this reaction 2-fluoroaniline and propylene were fed to a reactor in a 1:5 mole ratio and LHSV of 0.25 based on 2-fluoroaniline. The reaction was conducted at 255° C. and 879 psig. The effluent product stream was analyzed by gas chromatography. Conversion of 2-fluoroaniline was 71.2%. Starting materials: CC(C)CC(Br)C(=O)O, C=C(C)C, ClCCl, O=S(=O)(O)O. The product is CC(C)CC(Br)C(=O)OC(C)(C)C. As a reaction SMILES: [Br:5][CH:6]([C:7](=[O:8])[OH:9])[CH2:10][CH:11]([CH3:12])[CH3:13].[CH2:1]=[C:2]([CH3:3])[CH3:4].[Cl:19][CH2:20][Cl:21].[S:14](=[O:15])(=[O:16])([OH:17])[OH:18]>>[CH3:1][C:2]([CH3:3])([CH3:4])[O:9][C:7]([CH:6]([Br:5])[CH2:10][CH:11]([CH3:12])[CH3:13])=[O:8].